describe an organic reaction: reactants, conditions, products, and yield From a dataset of the Open Reaction Database (ORD), a public repository of structured organic reaction records. Starting materials: I (hydriodic acid), C(C)(=O)OC(C)=O (acetic anhydride), [PH2](=O)O (hypophosphorous acid), CC=1NC=C(C1C(C)=O)C (2,4-dimethyl-3-acetyl-pyrrole). Solvent: C1(CCCCC1)=O (cyclohexanone), O (water), C1(CCCCC1)=O (cyclohexanone). Conditions: temperature 40 celsius, time 2 hour. Yields the product CC=1NC(=C(C1C(C)=O)C)C1CCCCC1 (2,4-Dimethyl-3-acetyl-5-cyclohexyl-pyrrole). RXN SMILES: I.C(O[C:6](=O)[CH3:7])(=O)C.[PH2](O)=O.[CH3:12][C:13]1[NH:14][CH:15]=[C:16]([CH3:21])[C:17]=1[C:18](=[O:20])[CH3:19]>C1(=O)CCCCC1.O>[CH3:12][C:13]1[NH:14][C:15]([CH:7]2[CH2:6][CH2:16][CH2:17][CH2:13][CH2:12]2)=[C:16]([CH3:21])[C:17]=1[C:18](=[O:20])[CH3:19]. Reported procedure: A solution of 10 ml of aqueous hydriodic acid, 10 ml of acetic anhydride and 2 ml of 50% hypophosphorous acid was stirred magnetically at 40° C. while 548 mg of 2,4-dimethyl-3-acetyl-pyrrole were dissolved in it, 0.5 ml of cyclohexanone was then added, and an additional 0.5 ml of cyclohexanone was added after a few minutes'. The solution was stirred at 40° C. for 11/2 hrs. then poured into water. The crude product which separated, m.p. 186°-188° C. was recrystallized from ethanol as colourless r... Starting materials: C(C1=CC=CC=C1)OC(=O)N1CCC(CC1)CCCCC(C(=O)O)O (6-(1-benzyloxycarbonyl-4-piperidyl)-2-hydroxyhexanoic acid), C(C)O (ethanol), C1(=CC=C(C=C1)S(=O)(=O)O)C (p-toluenesulfonic acid). The solvent is C(C)(=O)OCC (ethyl acetate), C1(=CC=CC=C1)C (toluene). Run at temperature 90 celsius, time 1.5 hour. Yields the product C(C1=CC=CC=C1)OC(=O)N1CCC(CC1)CCCCC(C(=O)OCC)O (ethyl 6-(1-benzyloxycarbonyl-4-piperidyl)-2-hydroxyhexanoate). As a reaction SMILES: [CH2:1]([O:8][C:9]([N:11]1[CH2:16][CH2:15][CH:14]([CH2:17][CH2:18][CH2:19][CH2:20][CH:21]([OH:25])[C:22]([OH:24])=[O:23])[CH2:13][CH2:12]1)=[O:10])[C:2]1[CH:7]=[CH:6][CH:5]=[CH:4][CH:3]=1.[CH2:26](O)[CH3:27].C1(C)C=CC(S(O)(=O)=O)=CC=1>C1(C)C=CC=CC=1.C(OCC)(=O)C>[CH2:1]([O:8][C:9]([N:11]1[CH2:16][CH2:15][CH:14]([CH2:17][CH2:18][CH2:19][CH2:20][CH:21]([OH:25])[C:22]([O:24][CH2:26][CH3:27])=[O:23])[CH2:13][CH2:12]1)=[O:10])[C:2]1[CH:3]=[CH:4][CH:5]=[CH:6][CH:7]=1. Procedure details: In toluene (50 ml) is dissolved S-isomer-rich 6-(1-benzyloxycarbonyl-4-piperidyl)-2-hydroxyhexanoic acid (3.6 g), and ethanol (10 ml) and p-toluenesulfonic acid (0.2 g) are added to the solution, followed by agitating at 90° C. for 1.5 hours. The mixture is diluted with ethyl acetate (100 ml), washed with saturated sodium hydrogen-carbonate solution (100 ml) and water (100 ml), dried over anhydrous magnesium sulfate and concentrated under reduced pressure to give S-isomer-rich ethyl 6-(1-benzylo... The reactants are [N+](=O)([O-])C=1C=C2C(=NC1)NC(=C2)C(=O)OC (methyl 5-nitro-1H-pyrrolo[2,3-b]pyridine-2-carboxylate), [H][H] (hydrogen). Reagents/catalysts: [Pd] (palladium on charcoal). The solvent is CO (methanol). Reaction conditions: time 18 hour. Yields the product NC=1C=C2C(=NC1)NC(=C2)C(=O)OC (methyl 5-amino-1H-pyrrolo[2,3-b]pyridine-2-carboxylate). Yield: 94.9%. Reaction SMILES: [N+:1]([C:4]1[CH:5]=[C:6]2[CH:12]=[C:11]([C:13]([O:15][CH3:16])=[O:14])[NH:10][C:7]2=[N:8][CH:9]=1)([O-])=O.[H][H]>[Pd].CO>[NH2:1][C:4]1[CH:5]=[C:6]2[CH:12]=[C:11]([C:13]([O:15][CH3:16])=[O:14])[NH:10][C:7]2=[N:8][CH:9]=1. Procedure details: An autoclave is charged with 2.9 g (13.12 mmol) of methyl 5-nitro-1H-pyrrolo[2,3-b]pyridine-2-carboxylate (Azasynth), 290 mg of palladium on charcoal 10% and 200 mL of methanol. The reaction mixture is placed under 20 bar of hydrogen, and stirred for 18 h at room temperature. The solution is then filtered on Celite, and the Celite is rinsed with 3×100 mL of hot methanol. The filtrate is evaporated under reduced pressure. 2.38 g of a yellow solid is obtained at a yield of 95%. The reactants are ester, C(C)OC(C(=O)OCC)CC1=CC=C(C=C1)O (Ethyl (2R/S) (+/−) 2-ethoxy-3-(4-hydroxyphenyl)propanoate), P(=O)([O-])([O-])[O-] (phosphate), 2A. Conditions: time 14 hour. Yields the product C(C)O[C@H](C(=O)O)CC1=CC=C(C=C1)O ((2S)-2-Ethoxy-3-(4-hydroxyphenyl)propanoic acid). Isolated yield 42.7%. RXN SMILES: [CH2:1]([O:3][CH:4]([CH2:10][C:11]1[CH:16]=[CH:15][C:14]([OH:17])=[CH:13][CH:12]=1)[C:5]([O:7]CC)=[O:6])[CH3:2].P([O-])([O-])([O-])=O>>[CH2:1]([O:3][C@@H:4]([CH2:10][C:11]1[CH:12]=[CH:13][C:14]([OH:17])=[CH:15][CH:16]=1)[C:5]([OH:7])=[O:6])[CH3:2]. Procedure: Ethyl (2R/S) (+/−) 2-ethoxy-3-(4-hydroxyphenyl)propanoate (13 g) was added to an aqueous 0.1 M phosphate buffer pH 7 (2.6 μl). Protease 2A from Aspergillus oryzae (Fluka No: 82463; 0.51 units/mg) (7.9 g) was added and the mixture was stirred for 14 hours at room temperature. The conversion of ester to acid was followed by the described isocratic HPLC method 1. After stirring for 6 hours the reaction mixture was extracted 5× with ethyl acetate until no more ester could be detected in the aqueous ... Reactants: Cl, O=N[O-], Nc1ncc([N+](=O)[O-])c2ccccc12, [Na+], O, O=S(=O)(O)O. Yields the product O=[N+]([O-])c1cnc(O)c2ccccc12. As a reaction SMILES: [ClH:24].[N:20]([O-:21])=[O:22].[NH2:1][c:2]1[n:3][cH:4][c:5]([N+:12](=[O:13])[O-:14])[c:6]2[cH:7][cH:8][cH:9][cH:10][c:11]12.[Na+:23].[OH2:25].[S:15]([OH:16])(=[O:17])(=[O:18])[OH:19]>>[c:2]1([OH:16])[n:3][cH:4][c:5]([N+:12](=[O:13])[O-:14])[c:6]2[cH:7][cH:8][cH:9][cH:10][c:11]12. Reactants: crude residue, C(=O)(OCC1C2=CC=CC=C2C2=CC=CC=C12)Cl (FmocCl), C(=O)(O)[O-].[Na+] (NaHCO3), COC=1[C@H](N=C([C@@H](N1)COC)OC)C(C)C ((2R,5S)-3,6-dimethoxy-5-(methoxymethyl)-2-isopropyl-2,5-dihydropyrazine). Solvent: O1CCOCC1 (dioxane), O1CCOCC1 (dioxane), O (water), C(Cl)(Cl)Cl (CHCl3). Reaction conditions: time 8 hour. Product: C1=CC=CC=2C3=CC=CC=C3C(C12)COC(=O)N[C@H](C(=O)OC)COC (Methyl(S)-2-(9-fluorenylmethyloxycarbonylamino)-3-methoxypropionate). As a reaction SMILES: COC1[C@@H](C(C)C)N=[C:6]([O:12][CH3:13])[C@H:7]([CH2:9][O:10][CH3:11])[N:8]=1.[C:17](Cl)([O:19][CH2:20][CH:21]1[C:33]2[C:28](=[CH:29][CH:30]=[CH:31][CH:32]=2)[C:27]2[C:22]1=[CH:23][CH:24]=[CH:25][CH:26]=2)=[O:18].C([O-])(O)=[O:36].[Na+]>O1CCOCC1.O.C(Cl)(Cl)Cl>[CH:32]1[C:33]2[CH:21]([CH2:20][O:19][C:17]([NH:8][C@@H:7]([CH2:9][O:10][CH3:11])[C:6]([O:12][CH3:13])=[O:36])=[O:18])[C:22]3[C:27](=[CH:26][CH:25]=[CH:24][CH:23]=3)[C:28]=2[CH:29]=[CH:30][CH:31]=1 |f:2.3|. Reported procedure: To a solution of (2R,5S)-3,6-dimethoxy-5-(methoxymethyl)-2-isopropyl-2,5-dihydropyrazine (2.1 g, 9.2 mmol) in dioxane (18 ml ) 1M HCl (18.4 ml ), 18.4 mmol) was added and the mixture stirred at ambient temperature overnight. The volatile components were evaporated, the residue redissolved in dioxane and again evaporated. The crude residue was dissolved dioxane and FmocCl (5.71 g, 2.21 mmol) was added. After 2 minutes 1M NaHCO3 (44.2 ml, 44.2 mmol) was added. After 15 minutes the mixture was dilu... Reactants: C(#N)[BH3-].[Na+] (sodium cyanoborohydride), [OH-].[Na+] (NaOH), Cl (HCl), FC1=CC=C(C=C1)C(C1=CC=C(C=C1)F)NC(=O)C1C(CC(CC1)=[N+]1CCOCC1)C1=CC=C(C=C1)F (4-[4-{[bis(4-fluorophenyl)methyl]carbamoyl}-3-(4-fluorophenyl)cyclohexylidene]-morpholin-4-ium). Solvent: CO (MeOH). Run at temperature -78 celsius, time 5 minute. Product: FC1=CC=C(C=C1)C(NC(=O)C1C(CC(CC1)N1CCOCC1)C1=CC=C(C=C1)F)C1=CC=C(C=C1)F (N-[bis(4-fluorophenyl)methyl]-2-(4-fluorophenyl)-4-(morpholin-4-yl)cyclohexane-carboxamide). Reaction SMILES: C([BH3-])#N.[Na+].Cl.[F:6][C:7]1[CH:12]=[CH:11][C:10]([CH:13]([NH:21][C:22]([CH:24]2[CH2:29][CH2:28][C:27](=[N+:30]3[CH2:35][CH2:34][O:33][CH2:32][CH2:31]3)[CH2:26][CH:25]2[C:36]2[CH:41]=[CH:40][C:39]([F:42])=[CH:38][CH:37]=2)=[O:23])[C:14]2[CH:19]=[CH:18][C:17]([F:20])=[CH:16][CH:15]=2)=[CH:9][CH:8]=1.[OH-].[Na+]>CO>[F:6][C:7]1[CH:8]=[CH:9][C:10]([CH:13]([C:14]2[CH:15]=[CH:16][C:17]([F:20])=[CH:18][CH:19]=2)[NH:21][C:22]([CH:24]2[CH2:29][CH2:28][CH:27]([N:30]3[CH2:31][CH2:32][O:33][CH2:34][CH2:35]3)[CH2:26][CH:25]2[C:36]2[CH:41]=[CH:40][C:39]([F:42])=[CH:38][CH:37]=2)=[O:23])=[CH:11][CH:12]=1 |f:0.1,4.5|. Procedure: A second reaction vessel was charged with MeOH (5 mL), cooled to −78° C. and sodium cyanoborohydride (0.261 g, 4.16 mmol) was added, followed by drop-wise addition of HCl (3.33 mL, 4.16 mmol, 1.25 M in MeOH). After stirring at −78° C. for approximately 5 min, the material from Step A was added portion-wise over approximately 15 min. The reaction warmed to rt over about 12 h, then a solution of aq. 5 M NaOH was added until the pH of the reaction mixture was basic. The biphasic mixture was filtere...